This data is from the Open Reaction Database (ORD), a public repository of structured organic reaction records. The task is: describe an organic reaction: reactants, conditions, products, and yield Reactants: CI (Methyl iodide), C(CCCCCCC)SC=1C(=NSN1)C=1C=NC=CC1 (3-(4-octylthio-1,2,5-thiadiazol-3-yl)pyridine). Conditions: time 48 hour. Yields the product [I-].C(CCCCCCC)SC=1C(=NSN1)C=1C=[N+](C=CC1)C (3-(4-octylthio-1,2,5-thiadiazol-3-yl)-1-methylpyridinium iodide). Reaction SMILES: [CH3:1][I:2].[CH2:3]([S:11][C:12]1[C:13]([C:17]2[CH:18]=[N:19][CH:20]=[CH:21][CH:22]=2)=[N:14][S:15][N:16]=1)[CH2:4][CH2:5][CH2:6][CH2:7][CH2:8][CH2:9][CH3:10]>>[I-:2].[CH2:3]([S:11][C:12]1[C:13]([C:17]2[CH:18]=[N+:19]([CH3:1])[CH:20]=[CH:21][CH:22]=2)=[N:14][S:15][N:16]=1)[CH2:4][CH2:5][CH2:6][CH2:7][CH2:8][CH2:9][CH3:10] |f:2.3|. Procedure: Methyl iodide (0.5 ml, 7.5 mmol) was added to a solution of 3-(4-octylthio-1,2,5-thiadiazol-3-yl)pyridine (3 mmol) and the reaction mixture was stirred at room temperature for 48 h and evaporated. The reactants are O=C(Cl)SCl, NS(=O)(=O)c1ccccc1Cl, O=S(Cl)Cl, c1ccncc1. The product is O=C=NS(=O)(=O)c1ccccc1Cl. Reaction SMILES: [Cl:16][C:17](=[O:18])[S:19][Cl:20].[Cl:1][c:2]1[c:3]([S:8](=[O:9])(=[O:10])[NH2:11])[cH:4][cH:5][cH:6][cH:7]1.[S:12]([Cl:13])([Cl:14])=[O:15].[cH:21]1[cH:22][cH:23][n:24][cH:25][cH:26]1>>[Cl:1][c:2]1[c:3]([S:8](=[O:9])(=[O:10])[N:11]=[C:17]=[O:18])[cH:4][cH:5][cH:6][cH:7]1.